This data is from the Open Reaction Database (ORD), a public repository of structured organic reaction records. The task is: describe an organic reaction: reactants, conditions, products, and yield Reactants: [BH3-]C#N.[Na+] (NaCNBH3), [BH-](OC(=O)C)(OC(=O)C)OC(=O)C.[Na+] (Na(OAc)3BH), CC(=O)O (AcOH), O=C1CN(CC1)C(=O)OC(C)(C)C (tert-butyl 3-oxopyrrolidine-1-carboxylate), N[C@H]1COC2=C(C=3N(C1)C=1C=C(C=CC1C3C3CCCCC3)C(=O)OC)C=CC=C2 (methyl (7R)-7-amino-14-cyclohexyl-7,8-dihydro-6H-indolo[1,2-e][1,5]benzoxazocine-11-carboxylate), C=O (HCHO), O (H2O), solution, CC(=O)O (AcOH). Solvent: CCOC(=O)C (EtOAc), ClCCCl (DCE), CO (MeOH), CCOC(=O)C (EtOAc). Reaction conditions: time 4 hour. Product: C(C)(C)(C)OC(=O)N1C[C@H](CC1)N([C@H]1COC2=C(C=3N(C1)C=1C=C(C=CC1C3C3CCCCC3)C(=O)OC)C=CC=C2)C (methyl (7R)-7-[[(3S)-1-(tert-butoxycarbonyl)pyrrolidin-3-yl](methyl)amino]-14-cyclohexyl-7,8-dihydro-6H-indolo[1,2-e][1,5]benzoxazocine-11-carboxylate), C(C)(C)(C)OC(=O)N1C[C@@H](CC1)N([C@H]1COC2=C(C=3N(C1)C=1C=C(C=CC1C3C3CCCCC3)C(=O)OC)C=CC=C2)C (methyl (7R)-7-[[(3R)-1-(tert-butoxycarbonyl)pyrrolidin-3-yl](methyl)amino]-14-cyclohexyl-7,8-dihydro-6H-indolo[1,2-e][1,5]benzoxazocine-11-carboxylate). Isolated yield 43.0%. As a reaction SMILES: [CH3:1]C(O)=O.O=[C:6]1[CH2:10][CH2:9][N:8]([C:11]([O:13][C:14]([CH3:17])([CH3:16])[CH3:15])=[O:12])[CH2:7]1.[NH2:18][C@@H:19]1[CH2:26][N:25]2[C:27]3[CH:28]=[C:29]([C:40]([O:42][CH3:43])=[O:41])[CH:30]=[CH:31][C:32]=3[C:33]([CH:34]3[CH2:39][CH2:38][CH2:37][CH2:36][CH2:35]3)=[C:24]2[C:23]2[CH:44]=[CH:45][CH:46]=[CH:47][C:22]=2[O:21][CH2:20]1.[BH-](OC(C)=O)(OC(C)=O)OC(C)=O.[Na+].C=O.O.[BH3-][C:66]#[N:67].[Na+]>ClCCCl.CCOC(C)=O.CO>[C:14]([O:13][C:11]([N:8]1[CH2:9][CH2:10][C@H:6]([N:18]([CH3:1])[C@@H:19]2[CH2:26][N:25]3[C:27]4[CH:28]=[C:29]([C:40]([O:42][CH3:43])=[O:41])[CH:30]=[CH:31][C:32]=4[C:33]([CH:34]4[CH2:39][CH2:38][CH2:37][CH2:36][CH2:35]4)=[C:24]3[C:23]3[CH:44]=[CH:45][CH:46]=[CH:47][C:22]=3[O:21][CH2:20]2)[CH2:7]1)=[O:12])([CH3:17])([CH3:16])[CH3:15].[C:14]([O:13][C:11]([N:8]1[CH2:9][CH2:10][C@@H:6]([N:67]([CH3:66])[C@@H:19]2[CH2:26][N:25]3[C:27]4[CH:28]=[C:29]([C:40]([O:42][CH3:43])=[O:41])[CH:30]=[CH:31][C:32]=4[C:33]([CH:34]4[CH2:39][CH2:38][CH2:37][CH2:36][CH2:35]4)=[C:24]3[C:23]3[CH:44]=[CH:45][CH:46]=[CH:47][C:22]=3[O:21][CH2:20]2)[CH2:7]1)=[O:12])([CH3:17])([CH3:16])[CH3:15] |f:3.4,7.8|. Procedure details: AcOH (4 eq) was added to a stirred mixture of tert-butyl 3-oxopyrrolidine-1-carboxylate (1.5 eq) and methyl (7R)-7-amino-14-cyclohexyl-7,8-dihydro-6H-indolo[1,2-e][1,5]benzoxazocine-11-carboxylate (1 eq, prepared as described in Example 1, Step 4) in dry DCE (1M); after 30 min Na(OAc)3BH (1.8 eq) was added and the mixture was stirred at RT for 4 h. Evaporation to dryness gave a residue that was taken in EtOAc, washed with sat. aq. NaHCO3 and brine, dried and concentrated in vacuo. AcOH (4 eq) wa... Starting materials: C(CCC)(=O)OC=C.C1(\C=C/C(=O)O1)=O (vinyl butyrate maleic anhydride). Solvent: C(C)O (ethanol). Reaction conditions: temperature 78 celsius. Yields the product C(CCC)(=O)OC=C.C(\C=C/C(=O)[O-])(=O)OCC (Vinyl Butyrate Ethyl Maleate). The yield is 50.0%. RXN SMILES: [C:1]([O:6][CH:7]=[CH2:8])(=[O:5])[CH2:2][CH2:3][CH3:4].[C:9]1(=[O:15])[O:14][C:12](=[O:13])[CH:11]=[CH:10]1>C(O)C>[C:1]([O:6][CH:7]=[CH2:8])(=[O:5])[CH2:2][CH2:3][CH3:4].[C:12]([O:5][CH2:1][CH3:2])(=[O:13])/[CH:11]=[CH:10]\[C:9]([O-:14])=[O:15] |f:0.1,3.4|. Reported procedure: Into a 500 ml kettle was charged 96 g of the above vinyl butyrate/maleic anhydride copolymer and 144 g of absolute ethanol. The mixture was heated to 78° C. under a blanket of nitrogen for 5 hours to yield a 50% solid solution. The reaction mixture was then cooled to 40° C. and product, vinyl butyrate/ethyl maleate copolymer (42.29% solid copolymer in ethanol) was recovered and found to have a relative viscosity of 1.24 and a specific viscosity of 0.24. This product has a K value of 30. Starting materials: NC=1C2=C(N=CN1)N(C(=C2C=2C=NC1=CC=CC=C1C2)Br)C[C@H](CC=C)NC(OC(C)(C)C)=O ((S)-tert-butyl (1-(4-amino-6-bromo-5-(quinolin-3-yl)-7H-pyrrolo[2,3-d]pyrimidin-7-yl)penta-4-en-2-yl)carbamate), NC1=NC=NC2=C1C(=C1CC[C@@H](CN21)NC(OC(C)(C)C)=O)C=2C=NC1=CC=CC=C1C2 ((S)-tert-Butyl (4-amino-5-(quinolin-3-yl)-6,7,8,9-tetrahydropyrimido[5,4-b]indolizin-8-yl)carbamate). Yields the product NC1=NC=NC2=C1C(=C1N2C[C@H](CCC1)NC(OC(C)(C)C)=O)C=1C=NC2=CC=CC=C2C1 ((S)-tert-Butyl (4-amino-5-(quinolin-3-yl)-7,8,9,10-tetrahydro-6H-pyrimido[5′,4′:4,5]pyrrolo[1,2-a]azepin-9-yl)carbamate). Yield: 91.8%. RXN SMILES: [NH2:1][C:2]1[C:3]2[C:10]([C:11]3[CH:12]=[N:13][C:14]4[C:19]([CH:20]=3)=[CH:18][CH:17]=[CH:16][CH:15]=4)=[C:9](Br)[N:8]([CH2:22][C@@H:23]([NH:27][C:28](=[O:34])[O:29][C:30]([CH3:33])([CH3:32])[CH3:31])[CH2:24][CH:25]=[CH2:26])[C:4]=2[N:5]=[CH:6][N:7]=1.NC1C2C(C3C=NC4C(C=3)=CC=CC=4)=C3N(C=2N=CN=1)C[C@@H](NC(=O)OC(C)(C)C)CC3>>[NH2:1][C:2]1[C:3]2[C:10]([C:11]3[CH:12]=[N:13][C:14]4[C:19]([CH:20]=3)=[CH:18][CH:17]=[CH:16][CH:15]=4)=[C:9]3[CH2:26][CH2:25][CH2:24][C@H:23]([NH:27][C:28](=[O:34])[O:29][C:30]([CH3:33])([CH3:32])[CH3:31])[CH2:22][N:8]3[C:4]=2[N:5]=[CH:6][N:7]=1. Reported procedure: In accordance with Example 10, except that the (S)-tert-butyl (1-(4-amino-6-bromo-5-(quinolin-3-yl)-7H-pyrrolo[2,3-d]pyrimidin-7-yl)penta-4-en-2-yl)carbamate (2.0 g) obtained in Reference Example 8 was used in place of the (S)-tert-butyl (1-(4-amino-6-bromo-5-(quinolin-3-yl)-7H-pyrrolo[2,3-d]pyrimidin-7-yl)but-3-en-2-yl)carbamate obtained in Example 10, the title compound (1.56 g) (yield: 92%) was obtained as a light-yellow solid. The reactants are COC=1C=C(C=C(C1OC)OC)C(C)=O (3',4',5'-trimethoxyacetophenone), [N+](=O)([O-])C1=CC=C2C(=CNC2=C1)C=O (6-nitroindole-3-carboxaldehyde). The product is [N+](=O)([O-])C1=CC=C2C(=CNC2=C1)/C=C/C(=O)C1=CC(=C(C(=C1)OC)OC)OC ((E)-3-(6-Nitroindol-3-yl)-1-(3,4,5-trimethoxyphenyl)-2-propen-1-one). The yield is 1.1%. Reaction SMILES: [CH3:1][O:2][C:3]1[CH:4]=[C:5]([C:13](=[O:15])[CH3:14])[CH:6]=[C:7]([O:11][CH3:12])[C:8]=1[O:9][CH3:10].[N+:16]([C:19]1[CH:27]=[C:26]2[C:22]([C:23]([CH:28]=O)=[CH:24][NH:25]2)=[CH:21][CH:20]=1)([O-:18])=[O:17]>>[N+:16]([C:19]1[CH:27]=[C:26]2[C:22]([C:23](/[CH:28]=[CH:14]/[C:13]([C:5]3[CH:6]=[C:7]([O:11][CH3:12])[C:8]([O:9][CH3:10])=[C:3]([O:2][CH3:1])[CH:4]=3)=[O:15])=[CH:24][NH:25]2)=[CH:21][CH:20]=1)([O-:18])=[O:17]. Procedure: Substantially the same procedure as in Example 21 was repeated using 3',4',5'-trimethoxyacetophenone (1.25 g) and 6-nitroindole-3-carboxaldehyde (1.13 g) except that the obtained product was further purified by preparative HPLC, that the eluting solution was cooled, and that the precipitated crystals were collected by filtration, to give Compound 34 (26 mg). RXN SMILES: [CH3:1][OH:2].[O:3]1[CH:5]([CH2:6][CH2:7][CH2:8][CH2:9][CH2:10][CH2:11][CH2:12][CH2:13][CH2:14][CH3:15])[CH2:4]1>>[CH3:1][O:2][CH2:4][CH:5]([OH:3])[CH2:6][CH2:7][CH2:8][CH2:9][CH2:10][CH2:11][CH2:12][CH2:13][CH2:14][CH3:15]. Yields the product COCC(CCCCCCCCCC)O (2-hydroxydodecyl methyl ether). Reactants: CO (methanol), O1CC1CCCCCCCCCC (1,2-epoxydodecane). Procedure: The same reactor that was used in Production Example 5 was charged with 64 g (2 mol) of methanol and 2 g of boron trifluoride diethyl ether complex and then the mixture was raised to 60° C. Then, 184.3 g (1 mol) of 1,2-epoxydodecane was added dropwise to the mixture over one hour and the resulting mixture was kept as it was for 3 hours. The reaction was terminated just after confirming that 1,2-epoxydodecane left unreacted was less than 1% by gas chromatography and then the reaction mixture was ... Reaction conditions: temperature 60 celsius, time 3 hour. The product is c1ccc(COCC2COCc3nc4cnc5ccccc5c4n32)cc1. RXN SMILES: [CH2:1]([c:2]1[cH:3][cH:4][cH:5][cH:6][cH:7]1)[O:8][CH2:9][CH:10]([CH2:11][O:12][Si:14]([C:15]([CH3:16])([CH3:17])[CH3:18])([CH3:19])[CH3:34])[n:20]1[c:21]([CH2:33][Cl:13])[n:22][c:23]2[cH:24][n:25][c:26]3[cH:27][cH:28][cH:29][cH:30][c:31]3[c:32]12.[CH2:53]1[O:54][CH2:55][CH2:56][CH2:57]1.[CH3:36][CH2:37][CH2:38][CH2:39][N+:40]([CH2:41][CH2:42][CH2:43][CH3:44])([CH2:45][CH2:46][CH2:47][CH3:48])[CH2:49][CH2:50][CH2:51][CH3:52].[Cl:58][CH2:59][Cl:60].[F-:35]>>[CH2:1]([c:2]1[cH:3][cH:4][cH:5][cH:6][cH:7]1)[O:8][CH2:9][CH:10]1[CH2:11][O:12][CH2:33][c:21]2[n:20]1[c:32]1[c:23]([n:22]2)[cH:24][n:25][c:26]2[cH:27][cH:28][cH:29][cH:30][c:31]21. Reactants: CC(C)(C)[Si](C)(C)OCC(COCc1ccccc1)n1c(CCl)nc2cnc3ccccc3c21, C1CCOC1, CCCC[N+](CCCC)(CCCC)CCCC, ClCCl, [F-]. Starting materials: OC1=CC=NN1C1=NC=CC(=C1)C#N (2-(5-hydroxy-1H-pyrazol-1-yl)pyridine-4-carbonitrile), ClC=1C=C2CCC(C2=CC1)O (5-chloro-2,3-dihydro-1H-inden-1-ol). The product is ClC=1C=C2CCC(C2=CC1)OC1=CC=NN1C1=NC=CC(=C1)C#N (2-[5-[(5-chloro-2,3-dihydro-1H-inden-1-yl)oxy]pyrazol-1-yl]pyridine-4-carbonitrile). As a reaction SMILES: [OH:1][C:2]1[N:6]([C:7]2[CH:12]=[C:11]([C:13]#[N:14])[CH:10]=[CH:9][N:8]=2)[N:5]=[CH:4][CH:3]=1.[Cl:15][C:16]1[CH:17]=[C:18]2[C:22](=[CH:23][CH:24]=1)[CH:21](O)[CH2:20][CH2:19]2>>[Cl:15][C:16]1[CH:17]=[C:18]2[C:22](=[CH:23][CH:24]=1)[CH:21]([O:1][C:2]1[N:6]([C:7]3[CH:12]=[C:11]([C:13]#[N:14])[CH:10]=[CH:9][N:8]=3)[N:5]=[CH:4][CH:3]=1)[CH2:20][CH2:19]2. Reported procedure: The title compound was prepared from 2-(5-hydroxy-1H-pyrazol-1-yl)pyridine-4-carbonitrile and 5-chloro-2,3-dihydro-1H-inden-1-ol according to the procedure for the preparation of Example 39, part C. 1H NMR (400 MHz, CDCl3): δ 2.36-2.44 (1H, m), 2.57-2.66 (1H, m), 2.90-2.98 (1H, m), 3.12-3.20 (1H, m), 5.73-5.75 (1H, m), 5.85 (1H, d, J=2.0 Hz), 7.20 (1H, d, J=8.0 Hz), 7.29 (1H, s), 7.32 (1H, d, J=8.0 Hz), 7.36 (1H, dd, J=1.8 Hz, 4.8 Hz), 7.63 (1H, d, J=2.0 Hz), 7.87 (1H, s), 8.65 (1H, d, J=4.8 Hz)...